This data is from the Open Reaction Database (ORD), a public repository of structured organic reaction records. The task is: describe an organic reaction: reactants, conditions, products, and yield Yields the product CCn1cc(C(=O)O)c(=O)c2cc(F)c(N3CCOC(CNC=O)C3)c(F)c21. The reactants are CCn1cc(C(=O)O)c(=O)c2cc(F)c(F)c(F)c21, CC#N, O=CNCC1CNCCO1, Cl, C1CCC2=NCCCN2CC1. Reaction SMILES: [CH2:1]([CH3:2])[n:3]1[cH:4][c:5]([C:17](=[O:18])[OH:19])[c:6](=[O:16])[c:7]2[cH:8][c:9]([F:15])[c:10]([F:14])[c:11]([F:13])[c:12]12.[CH3:42][C:43]#[N:44].[CH:21](=[O:22])[NH:23][CH2:24][CH:25]1[O:26][CH2:27][CH2:28][NH:29][CH2:30]1.[ClH:20].[N:31]12[CH2:32][CH2:33][CH2:34][N:35]=[C:36]1[CH2:37][CH2:38][CH2:39][CH2:40][CH2:41]2>>[CH2:1]([CH3:2])[n:3]1[cH:4][c:5]([C:17](=[O:18])[OH:19])[c:6](=[O:16])[c:7]2[cH:8][c:9]([F:15])[c:10]([N:29]3[CH2:28][CH2:27][O:26][CH:25]([CH2:24][NH:23][CH:21]=[O:22])[CH2:30]3)[c:11]([F:13])[c:12]12. Reactants: [N+](=O)([O-])C1=CC=C(COC(=O)C=2N3C(C(C3SC2)(Br)C(C2=CN3C=4CCCC4C(=NC3=N2)OCC)OC(C)=O)=O)C=C1 (6-[acetoxy-(5-ethoxy-7,8-dihydro-6H-3,4,8b-triaza-as-indacen-2-yl)-methyl]-6-bromo-7-oxo-4-thia-1-aza-bicyclo[3.2.0]hept-2-ene-2-carboxylic acid 4-nitro-benzyl ester), [H][H] (hydrogen). Run in P(=O)([O-])([O-])[O-] (phosphate), C1CCOC1 (THF). The product is C(C)OC1=NC2=NC(=CN2C=2CCCC12)C=C1C2SC=C(N2C1=O)C(=O)O (6-(5-ethoxy-7,8-dihydro-6H-3,4,8b-triaza-as-indacen-2-ylmethylene)-7-oxo-4-thia-1-aza-bicyclo[3.2.0]hept-2-ene-2-carboxylic acid). As a reaction SMILES: [N+](C1C=CC(C[O:9][C:10]([C:12]2[N:13]3[CH:16]([S:17][CH:18]=2)[C:15]([CH:20](OC(=O)C)[C:21]2[N:32]=[C:31]4[N:23]([C:24]5[CH2:25][CH2:26][CH2:27][C:28]=5[C:29]([O:33][CH2:34][CH3:35])=[N:30]4)[CH:22]=2)(Br)[C:14]3=[O:40])=[O:11])=CC=1)([O-])=O.[H][H]>C1COCC1.P([O-])([O-])([O-])=O>[CH2:34]([O:33][C:29]1[C:28]2[CH2:27][CH2:26][CH2:25][C:24]=2[N:23]2[C:31](=[N:32][C:21]([CH:20]=[C:15]3[C:14](=[O:40])[N:13]4[CH:16]3[S:17][CH:18]=[C:12]4[C:10]([OH:11])=[O:9])=[CH:22]2)[N:30]=1)[CH3:35]. Procedure: 6-[acetoxy-(5-ethoxy-7,8-dihydro-6H-3,4,8b-triaza-as-indacen-2-yl)-methyl]-6-bromo-7-oxo-4-thia-1-aza-bicyclo[3.2.0]hept-2-ene-2-carboxylic acid 4-nitro-benzyl ester (1.03 gram, 1.565 mmol) was suspended in 20 ml THF and 20 ml pH=6.5 aqueous phosphate buffer. The mixture was then subjected to 45 psi hydrogen for two hours. Then it was filtered through a pad of celite and concentrated in vacuo to remove most of the THF. The solution was then cooled to zero degree and basified to pH=8 with 1 N sod... The reactants are FC1=CC(=C(C=C1)C=1C(=CC=CC1)C=O)C (4′-fluoro-2′-methyl-biphenyl-2-carbaldehyde), O (H2O). Solvent: CC(=O)C (aceton). Conditions: time 20 hour. Yields the product FC1=CC(=C(C=C1)C=1C(=CC=CC1)C(=O)O)C (4′-fluro-2′-methyl-biphenyl-2-carboxylic acid). Reaction SMILES: [F:1][C:2]1[CH:7]=[CH:6][C:5]([C:8]2[C:9]([CH:14]=[O:15])=[CH:10][CH:11]=[CH:12][CH:13]=2)=[C:4]([CH3:16])[CH:3]=1.[OH2:17]>CC(C)=O>[F:1][C:2]1[CH:7]=[CH:6][C:5]([C:8]2[C:9]([C:14]([OH:17])=[O:15])=[CH:10][CH:11]=[CH:12][CH:13]=2)=[C:4]([CH3:16])[CH:3]=1. Reported procedure: To a solution of 2.70 g (12.6 mmol) 4′-fluoro-2′-methyl-biphenyl-2-carbaldehyde in 75 ml aceton and 25 ml H2O 3.38 g (21.4 mmol) KMnO4 were added and the mixture stirred for 20 hrs. The solvent was evaporated, the residue treated with 100 ml H2O and 100 ml CH2Cl2 and the pH of the aqueous phase was adjusted to 1 with conc. H2SO4. After filtration through Hyflo, the phases were separated and the aqueous phase washed twice with 100 ml CH2Cl2. The combined organic layers were dried (Na2SO4), filter... The reactants are COC(C1=C(C=C(C=C1)Br)F)=O (methyl-2-fluoro-4-bromobenzoate), C1(=C(C=CC=C1)P(C1=C(C=CC=C1)C)C1=C(C=CC=C1)C)C (tri-o-tolylphosphine), C(C)(=O)[O-].[K+] (potassium acetate), FC(C=C)(F)F (3,3,3-trifluoroprop-1-ene). The reagents and catalysts are CCCC[N+](CCCC)(CCCC)CCCC.[Br-] (tetra-N-butylammonium bromide), C(C)(=O)[O-].[Pd+2].C(C)(=O)[O-] (palladium acetate). Conditions: temperature 180 celsius, time 96 hour. Yields the product FC1=C(C(=O)O)C=CC(=C1)\C=C\C(F)(F)F ((E)-2-Fluoro-4-(3,3,3-trifluoroprop-1-enyl)benzoic acid). RXN SMILES: C[O:2][C:3](=[O:12])[C:4]1[CH:9]=[CH:8][C:7](Br)=[CH:6][C:5]=1[F:11].C1(C)C=CC=CC=1P(C1C=CC=CC=1C)C1C=CC=CC=1C.C([O-])(=O)C.[K+].[F:40][C:41]([F:45])([F:44])[CH:42]=[CH2:43]>CCCC[N+](CCCC)(CCCC)CCCC.[Br-].C([O-])(=O)C.[Pd+2].C([O-])(=O)C>[F:11][C:5]1[CH:6]=[C:7](/[CH:43]=[CH:42]/[C:41]([F:45])([F:44])[F:40])[CH:8]=[CH:9][C:4]=1[C:3]([OH:2])=[O:12] |f:2.3,5.6,7.8.9|. Reported procedure: A mixture of methyl-2-fluoro-4-bromobenzoate (5.0 g, 0.021 mol), tri-o-tolylphosphine (1.31 g, 0.00429 mol), tetra-N-butylammonium bromide (2.08 g, 0.00644 mol), potassium acetate (4.2 g, 0.043 mol), 3,3,3-trifluoroprop-1-ene (20 g, 0.2 mol), palladium acetate (0.24 g, 0.0011 mol) was sealed in a Parr instrument and stirred at 180° C. for 96 h. After cooling, the reaction mixture was filtered through Celite® and the filtrate was partitioned bewteen EtOAc and 1 N aq. HCl. The organic layer was se... The reactants are Cl(=O)[O-].[Na+] (sodium chlorite), CC1=C(OC=2C=CC(=C(C=O)C2)OC)C(=CC(=C1)[N+](=O)[O-])C (5-(2,6-dimethyl-4-nitro-phenoxy)-2-methoxy-benzaldehyde), CC(C)=CC (2-methyl-2-butene), [O-]S(=O)(=S)[O-].[Na+].[Na+] (Na2S2O3). The yield is 111.3%. Procedure details: To a solution of 5-(2,6-dimethyl-4-nitro-phenoxy)-2-methoxy-benzaldehyde (6.6 g, 21.8 mmol) and 2-methyl-2-butene (23.0 g, 327 mmol) in a mixture of tetrahydrofuran (31 mL) and t-butyl alcohol (210 mL) at room temperature was added dropwise a solution of sodium chlorite (17.7 g, 196 mmol) in KH2PO4 (0.6 M, 254 mL). The resulting mixture was stirred at room temperature for 16 hours, and then saturated aqueous Na2S2O3 (100 mL) was added. The solution was stirred at room temperature for 30 minutes ... The solvent is OP(=O)(O)[O-].[K+] (KH2PO4), O1CCCC1 (tetrahydrofuran), C(C)(C)(C)O (t-butyl alcohol). Reaction conditions: time 16 hour. Reaction SMILES: [CH3:1][C:2]1[CH:18]=[C:17]([N+:19]([O-:21])=[O:20])[CH:16]=[C:15]([CH3:22])[C:3]=1[O:4][C:5]1[CH:6]=[CH:7][C:8]([O:13][CH3:14])=[C:9]([CH:12]=1)[CH:10]=[O:11].CC(=CC)C.Cl([O-])=[O:29].[Na+].[O-]S([O-])(=S)=O.[Na+].[Na+]>O1CCCC1.C(O)(C)(C)C.OP([O-])(O)=O.[K+]>[CH3:22][C:15]1[CH:16]=[C:17]([N+:19]([O-:21])=[O:20])[CH:18]=[C:2]([CH3:1])[C:3]=1[O:4][C:5]1[CH:6]=[CH:7][C:8]([O:13][CH3:14])=[C:9]([CH:12]=1)[C:10]([OH:29])=[O:11] |f:2.3,4.5.6,9.10|. The product is CC1=C(OC=2C=CC(=C(C(=O)O)C2)OC)C(=CC(=C1)[N+](=O)[O-])C (5-(2,6-Dimethyl-4-nitro-phenoxy)-2-methoxy-benzoic acid).